From a dataset of the Open Reaction Database (ORD), a public repository of structured organic reaction records. describe an organic reaction: reactants, conditions, products, and yield The reactants are CNC1(CCCCC1=O)C=2C=CC=CC2Cl (ketamine), CC=1C=CC=C(C1NC2=NCCCS2)C (xylazine), CC(=O)C=1C=CC2=C(C1)N(C=3C=CC=CC3S2)CCCN(C)C (acepromazine), C1=C(C(=CC(=C1O)O)O)CCN (6-OHDA), O=C1C(O)=C(O)[C@H](O1)[C@@H](O)CO (ascorbic acid). Run at time 5 minute. Product: NCCC1=CC(O)=C(O)C=C1 (Dopamine). As a reaction SMILES: CNC1(C2C=CC=CC=2Cl)C(=O)CCCC1.CC1C=CC=C(C)C=1NC1SCCCN=1.CC(C1C=CC2SC3C=CC=CC=3N(CCCN(C)C)C=2C=1)=O.[CH:55]1[C:60]([OH:61])=[C:59]([OH:62])[CH:58]=[C:57](O)[C:56]=1[CH2:64][CH2:65][NH2:66].O=C1O[C@H]([C@H](CO)O)C(O)=C1O>>[NH2:66][CH2:65][CH2:64][C:56]1[CH:57]=[CH:58][C:59]([OH:62])=[C:60]([OH:61])[CH:55]=1. Procedure details: Rats were anesthetized with a 1.0 ml/kg intramuscular injection of a mixture of ketamine (33 mg/ml), xylazine (1.7 mg/ml), and acepromazine (10 mg/ml) and positioned in a Kopf stereotaxic instrument. A total of 12 μg of 6-OHDA (6 μl volume at a concentration of 2 μg/μl dissolved in 0.9% saline containing 0.2 μg/μl ascorbic acid) were infused at a rate of 1.0 μl/minute and allowed to diffuse for 5 minutes before the infusion cannula was slowly retracted. Infusion coordinates were 4.2 mm posterior... The product is Cc1ccc(Cc2cnc(NCCSCc3csc(NC(=N)N)n3)[nH]c2=O)cn1. As a reaction SMILES: [CH3:1][c:2]1[cH:3][cH:4][c:5]([CH2:8][c:9]2[c:10](=[O:17])[nH:11][c:12]([S:15][CH3:16])[n:13][cH:14]2)[cH:6][n:7]1.[NH:18]([C:19](=[NH:20])[NH2:21])[c:22]1[s:23][cH:24][c:25]([CH2:27][S:28][CH2:29][CH2:30][NH2:31])[n:26]1.[cH:32]1[cH:33][cH:34][n:35][cH:36][cH:37]1>>[CH3:1][c:2]1[cH:3][cH:4][c:5]([CH2:8][c:9]2[c:10](=[O:17])[nH:11][c:12]([NH:31][CH2:30][CH2:29][S:28][CH2:27][c:25]3[cH:24][s:23][c:22]([NH:18][C:19](=[NH:20])[NH2:21])[n:26]3)[n:13][cH:14]2)[cH:6][n:7]1. Reactants: CSc1ncc(Cc2ccc(C)nc2)c(=O)[nH]1, N=C(N)Nc1nc(CSCCN)cs1, c1ccncc1. Reactants: CC1(C)N=C(c2ccccn2)c2cc(C#N)ccc2O1, O=C(OO)c1cccc(Cl)c1, ClCCl. Product: CC1(C)N=C(c2cccc[n+]2[O-])c2cc(C#N)ccc2O1. Reaction SMILES: [C:12](#[N:13])[c:14]1[cH:15][cH:16][c:17]2[c:18]([cH:31]1)[C:19]([c:25]1[n:26][cH:27][cH:28][cH:29][cH:30]1)=[N:20][C:21]([CH3:23])([CH3:24])[O:22]2.[Cl:1][c:2]1[cH:3][cH:4][cH:5][c:6]([C:7]([O:8][OH:10])=[O:9])[cH:11]1.[Cl:32][CH2:33][Cl:34]>>[O-:9][n+:26]1[c:25]([C:19]2=[N:20][C:21]([CH3:23])([CH3:24])[O:22][c:17]3[cH:16][cH:15][c:14]([C:12]#[N:13])[cH:31][c:18]32)[cH:30][cH:29][cH:28][cH:27]1. As a reaction SMILES: [S:1]1[C:5]([CH:6]([NH:8][C:9]2[C:10]([CH3:21])=[N:11][O:12][C:13]=2[C:14]2[CH:19]=[CH:18][C:17](Br)=[CH:16][CH:15]=2)[CH3:7])=[CH:4][C:3]2[CH:22]=[CH:23][CH:24]=[CH:25][C:2]1=2.[CH2:26]([O:28][C:29](=[O:49])[CH2:30][C:31]1([C:34]2[CH:39]=[CH:38][C:37](B3OC(C)(C)C(C)(C)O3)=[CH:36][CH:35]=2)[CH2:33][CH2:32]1)[CH3:27]>>[CH2:26]([O:28][C:29](=[O:49])[CH2:30][C:31]1([C:34]2[CH:39]=[CH:38][C:37]([C:17]3[CH:18]=[CH:19][C:14]([C:13]4[O:12][N:11]=[C:10]([CH3:21])[C:9]=4[NH:8][CH:6]([C:5]4[S:1][C:2]5[CH:25]=[CH:24][CH:23]=[CH:22][C:3]=5[CH:4]=4)[CH3:7])=[CH:15][CH:16]=3)=[CH:36][CH:35]=2)[CH2:33][CH2:32]1)[CH3:27]. The reactants are S1C2=C(C=C1C(C)NC=1C(=NOC1C1=CC=C(C=C1)Br)C)C=CC=C2 ((1-benzo[b]thiophen-2-yl-ethyl)-[5-(4-bromo-phenyl)-3-methyl-isoxazol-4-yl]-amine), C(C)OC(CC1(CC1)C1=CC=C(C=C1)B1OC(C(O1)(C)C)(C)C)=O ({1-[4-(4,4,5,5-tetramethyl-[1,3,2]dioxaborolan-2-yl)-phenyl]-cyclopropyl}-acetic acid ethyl ester). The product is C(C)OC(CC1(CC1)C1=CC=C(C=C1)C1=CC=C(C=C1)C1=C(C(=NO1)C)NC(C)C1=CC2=C(S1)C=CC=C2)=O ((1-{4′-[4-(1-Benzo[b]thiophen-2-yl-ethylamino)-3-methyl-isoxazol-5-yl]-biphenyl-4-yl}-cyclopropyl)-acetic acid ethyl ester). Reported procedure: Prepared according to the procedure described in Example 1, Step 7, using (1-benzo[b]thiophen-2-yl-ethyl)-[5-(4-bromo-phenyl)-3-methyl-isoxazol-4-yl]-amine and {1-[4-(4,4,5,5-tetramethyl-[1,3,2]dioxaborolan-2-yl)-phenyl]-cyclopropyl}-acetic acid ethyl ester. Reactants: CCOC(C)=O, CCOC(=O)c1c(C)nc(SC)[nH]c1=O, O=P(Cl)(Cl)Cl. The product is CCOC(=O)c1c(C)nc(SC)nc1Cl. Reaction SMILES: [CH2:21]([O:22][C:23](=[O:24])[CH3:25])[CH3:26].[CH3:1][c:2]1[n:3][c:4]([S:14][CH3:15])[nH:5][c:6](=[O:13])[c:7]1[C:8](=[O:9])[O:10][CH2:11][CH3:12].[P:16]([Cl:17])([Cl:18])([Cl:19])=[O:20]>>[CH3:1][c:2]1[n:3][c:4]([S:14][CH3:15])[n:5][c:6]([Cl:18])[c:7]1[C:8](=[O:9])[O:10][CH2:11][CH3:12]. Reactants: O (water), ICC (iodoethane), C([O-])([O-])=O.[K+].[K+] (potassium carbonate), C(=O)C1=CC(=CS1)C(=O)O (5-Formyl-3-thiophenecarboxylic acid). Run in CN(C=O)C (N,N-dimethylformamide). Run at time 15 hour. Product: C(C)OC(=O)C1=CSC(=C1)C=O (5-formyl-3-thiophenecarboxylic acid ethyl ester). Reaction SMILES: [CH:1]([C:3]1[S:7][CH:6]=[C:5]([C:8]([OH:10])=[O:9])[CH:4]=1)=[O:2].I[CH2:12][CH3:13].C(=O)([O-])[O-].[K+].[K+].O>CN(C)C=O>[CH2:12]([O:9][C:8]([C:5]1[CH:4]=[C:3]([CH:1]=[O:2])[S:7][CH:6]=1)=[O:10])[CH3:13] |f:2.3.4|. Procedure: 5-Bromo-3-thiophenecarboxylic acid (4.14 g) was dissolved in tetrahydrofuran (50 ml), and the mixture was cooled to -78° C. n-Butyllithium (1.6M in hexane, 27.5 ml) was slowly added dropwise. The resulting mixture was stirred at the same temperature for 1 hour, and N,N-dimethylformamide (3.1 ml) was added. The mixture was warmed slowly to room temperature and concentrated under reduced pressure. The concentrate was acidified with 1N hydrochloric acid and extracted with ethyl acetate. The extract... Reactants: [N+](=O)([O-])C1=CC=2C3CN(CC(C2C=C1[N+](=O)[O-])C3)C(C(F)(F)F)=O (1-(4,5-Dinitro-10-aza-tricyclo[6.3.1.02.7]dodeca-2(7),3,5-trien-10-yl)-2,2,2-trifluoro-ethanone), C(=O)[O-].[NH4+] (ammonium formate). Reagents/catalysts: [OH-].[Pd+2].[OH-] (palladium hydroxide). Run in CO (methanol). Conditions: temperature 25 celsius. The product is NC1=CC=2C3CN(CC(C2C=C1N)C3)C(C(F)(F)F)=O (1-(4,5-diamino-10-aza-tricyclo[6.3.1.02.7]dodeca-2(7),3,5-trien-10-yl)-2,2,2-trifluoro-ethanone). Isolated yield 39.3%. Reaction SMILES: [N+:1]([C:4]1[C:14]([N+:15]([O-])=O)=[CH:13][C:12]2[CH:11]3[CH2:18][CH:7]([CH2:8][N:9]([C:19](=[O:24])[C:20]([F:23])([F:22])[F:21])[CH2:10]3)[C:6]=2[CH:5]=1)([O-])=O.C([O-])=O.[NH4+]>CO.[OH-].[Pd+2].[OH-]>[NH2:1][C:4]1[C:14]([NH2:15])=[CH:13][C:12]2[CH:11]3[CH2:18][CH:7]([CH2:8][N:9]([C:19](=[O:24])[C:20]([F:23])([F:21])[F:22])[CH2:10]3)[C:6]=2[CH:5]=1 |f:1.2,4.5.6|. Procedure: 1-(4,5-Dinitro-10-aza-tricyclo[6.3.1.02.7]dodeca-2(7),3,5-trien-10-yl)-2,2,2-trifluoro-ethanone (40 g), ammonium formate (114.28 g) and 20% palladium hydroxide (4 g) were combined in methanol (400 ml) and refluxed for 30 minutes under a nitrogen atmosphere. The reaction mixture was cooled to 25° C. and filtered through a celite pad which was rinsed with methanol. The filtrate was concentrated and the product was extracted with methylene chloride (200 ml) and water (200 ml). The resulting two lay... The reactants are CCO, [Cl-], [Fe], O=C1OC(c2ccccc2)CCN1Cc1ccccc1[N+](=O)[O-], [NH4+], O. The product is Nc1ccccc1CN1CCC(c2ccccc2)OC1=O. RXN SMILES: [CH3:27][CH2:28][OH:29].[Cl-:24].[Fe:30].[N+:1]([O-:2])(=[O:3])[c:4]1[c:5]([CH2:6][N:7]2[C:8](=[O:19])[O:9][CH:10]([c:13]3[cH:14][cH:15][cH:16][cH:17][cH:18]3)[CH2:11][CH2:12]2)[cH:20][cH:21][cH:22][cH:23]1.[NH4+:25].[OH2:26]>>[NH2:1][c:4]1[c:5]([CH2:6][N:7]2[C:8](=[O:19])[O:9][CH:10]([c:13]3[cH:14][cH:15][cH:16][cH:17][cH:18]3)[CH2:11][CH2:12]2)[cH:20][cH:21][cH:22][cH:23]1. The reactants are CCOC(=O)C1CCN(c2ncc3c(n2)N(NCc2ccc4c(c2)OCO4)CC=C3)CC1, CCO, Cl, [Na+], [OH-], O. Product: O=C(O)C1CCN(c2ncc3c(n2)N(NCc2ccc4c(c2)OCO4)CC=C3)CC1. Reaction SMILES: [CH2:3]([CH3:4])[O:5][C:6](=[O:7])[CH:8]1[CH2:9][CH2:10][N:11]([c:14]2[n:15][cH:16][c:17]3[c:18]([n:19]2)[N:20]([NH:24][CH2:25][c:26]2[cH:27][c:28]4[c:29]([cH:30][cH:31]2)[O:32][CH2:33][O:34]4)[CH2:21][CH:22]=[CH:23]3)[CH2:12][CH2:13]1.[CH3:37][CH2:38][OH:39].[ClH:35].[Na+:2].[OH-:1].[OH2:36]>>[O:5]=[C:6]([OH:7])[CH:8]1[CH2:9][CH2:10][N:11]([c:14]2[n:15][cH:16][c:17]3[c:18]([n:19]2)[N:20]([NH:24][CH2:25][c:26]2[cH:27][c:28]4[c:29]([cH:30][cH:31]2)[O:32][CH2:33][O:34]4)[CH2:21][CH:22]=[CH:23]3)[CH2:12][CH2:13]1. Yields the product C=C(OCC)c1cc(-c2cccc(Cl)c2)c2cc(C(O)(c3ccc(Cl)cc3)c3cncn3C)ccc2n1. Starting materials: C=C(OCC)[Sn](CCCC)(CCCC)CCCC, CCOC(C)=O, Cn1cncc1C(O)(c1ccc(Cl)cc1)c1ccc2nc(Cl)cc(-c3cccc(Cl)c3)c2c1, O, c1ccc(P(c2ccccc2)(c2ccccc2)[Pd](P(c2ccccc2)(c2ccccc2)c2ccccc2)(P(c2ccccc2)(c2ccccc2)c2ccccc2)P(c2ccccc2)(c2ccccc2)c2ccccc2)cc1. Reaction SMILES: [CH2:34]([Sn:35]([CH2:36][CH2:37][CH2:38][CH3:44])([C:39](=[CH2:40])[O:41][CH2:42][CH3:43])[CH2:45][CH2:46][CH2:47][CH3:48])[CH2:49][CH2:50][CH3:51].[CH3:130][CH2:131][O:132][C:133]([CH3:134])=[O:135].[Cl:1][c:2]1[n:3][c:4]2[cH:5][cH:6][c:7]([C:19]([OH:20])([c:21]3[cH:22][n:23][cH:24][n:25]3[CH3:26])[c:27]3[cH:28][cH:29][c:30]([Cl:33])[cH:31][cH:32]3)[cH:8][c:9]2[c:10](-[c:12]2[cH:13][c:14]([Cl:18])[cH:15][cH:16][cH:17]2)[cH:11]1.[OH2:52].[cH:53]1[cH:54][cH:55][c:56]([P:57]([Pd:58]([P:59]([c:60]2[cH:61][cH:62][cH:63][cH:64][cH:65]2)([c:66]2[cH:67][cH:68][cH:69][cH:70][cH:71]2)[c:72]2[cH:73][cH:74][cH:75][cH:76][cH:77]2)([P:78]([c:79]2[cH:80][cH:81][cH:82][cH:83][cH:84]2)([c:85]2[cH:86][cH:87][cH:88][cH:89][cH:90]2)[c:91]2[cH:92][cH:93][cH:94][cH:95][cH:96]2)[P:97]([c:98]2[cH:99][cH:100][cH:101][cH:102][cH:103]2)([c:104]2[cH:105][cH:106][cH:107][cH:108][cH:109]2)[c:110]2[cH:111][cH:112][cH:113][cH:114][cH:115]2)([c:116]2[cH:117][cH:118][cH:119][cH:120][cH:121]2)[c:122]2[cH:123][cH:124][cH:125][cH:126][cH:127]2)[cH:128][cH:129]1>>[c:2]1([C:39](=[CH2:40])[O:41][CH2:42][CH3:43])[n:3][c:4]2[cH:5][cH:6][c:7]([C:19]([OH:20])([c:21]3[cH:22][n:23][cH:24][n:25]3[CH3:26])[c:27]3[cH:28][cH:29][c:30]([Cl:33])[cH:31][cH:32]3)[cH:8][c:9]2[c:10](-[c:12]2[cH:13][c:14]([Cl:18])[cH:15][cH:16][cH:17]2)[cH:11]1.